Dataset: the Open Reaction Database (ORD), a public repository of structured organic reaction records. Task: describe an organic reaction: reactants, conditions, products, and yield The reactants are CCOCCl, ClCCl, O=C(CCl)Nc1ccccc1[N+](=O)[O-], [Na+], [OH-], O. Yields the product CCOCN(C(=O)CCl)c1ccccc1[N+](=O)[O-]. Reaction SMILES: [CH2:15]([CH3:16])[O:17][CH2:18][Cl:19].[CH2:20]([Cl:21])[Cl:22].[N+:1](=[O:2])([O-:3])[c:4]1[c:5]([NH:6][C:7]([CH2:8][Cl:9])=[O:10])[cH:11][cH:12][cH:13][cH:14]1.[Na+:24].[OH-:23].[OH2:25]>>[N+:1](=[O:2])([O-:3])[c:4]1[c:5]([N:6]([C:7]([CH2:8][Cl:9])=[O:10])[CH2:18][O:17][CH2:15][CH3:16])[cH:11][cH:12][cH:13][cH:14]1. Starting materials: FC1=C(N)C=CC(=C1)I (2-fluoro-4-iodoaniline), ClC=1N=NC(=CC1C(=O)O)Cl (3,6-Dichloro-pyridazine-4-carboxylic acid), [Li+].C[Si](C)(C)[N-][Si](C)(C)C (LiHMDS). The solvent is C(C)(=O)OCC (ethyl acetate), C1CCOC1 (THF). Conditions: time 12 hour. The product is ClC1=CC(=C(N=N1)NC1=C(C=C(C=C1)I)F)C(=O)O (6-Chloro-3-(2-fluoro-4-iodo-phenylamino)-pyridazine-4-carboxylic acid). As a reaction SMILES: [F:1][C:2]1[CH:8]=[C:7]([I:9])[CH:6]=[CH:5][C:3]=1[NH2:4].Cl[C:11]1[N:12]=[N:13][C:14]([Cl:20])=[CH:15][C:16]=1[C:17]([OH:19])=[O:18].[Li+].C[Si]([N-][Si](C)(C)C)(C)C>C1COCC1.C(OCC)(=O)C>[Cl:20][C:14]1[N:13]=[N:12][C:11]([NH:4][C:3]2[CH:5]=[CH:6][C:7]([I:9])=[CH:8][C:2]=2[F:1])=[C:16]([C:17]([OH:19])=[O:18])[CH:15]=1 |f:2.3|. Procedure: To solution of 2-fluoro-4-iodoaniline (9.21 g, 38.86 mmol) and 3,6-Dichloro-pyridazine-4-carboxylic acid (10.84 g, 64.77 mmol) in THF (80 mL) at −78° C., was added LiHMDS (5 g, 25.91 mmol). The mixture was allowed to warm to room temperature and stirred for 12 h. The mixture as diluted with ethyl acetate and washed with H2O and brine. The organic layer was dried with solid Na2SO4 and was concentrated. The resulting residue was purified by flash chromatography in silica (25% ethyl acetate-hexane)... Starting materials: CCOC(=O)CBr, CCOC(=O)Cn1ccc2ccccc21, C1CCOC1, CO, ClCCl, Cl, [H-], [Na+], [Na+], CN(C)C=O, [OH-], c1ccc2[nH]ccc2c1. Yields the product O=C(O)Cn1ccc2ccccc21. Reaction SMILES: [CH2:12]([O:13][C:14](=[O:15])[CH2:16][Br:17])[CH3:18].[CH2:19]([CH3:20])[O:21][C:22]([CH2:23][n:24]1[cH:25][cH:26][c:27]2[cH:28][cH:29][cH:30][cH:31][c:32]12)=[O:33].[CH2:44]1[O:45][CH2:46][CH2:47][CH2:48]1.[CH3:42][OH:43].[Cl:49][CH2:50][Cl:51].[ClH:36].[H-:10].[Na+:11].[Na+:35].[O:37]=[CH:38][N:39]([CH3:40])[CH3:41].[OH-:34].[cH:1]1[cH:2][c:3]2[c:4]([nH:5][cH:6][cH:7]2)[cH:8][cH:9]1>>[O:21]=[C:22]([CH2:23][n:24]1[cH:25][cH:26][c:27]2[cH:28][cH:29][cH:30][cH:31][c:32]12)[OH:33]. Reactants: CC(C)(C(=O)O)c1cccc(B(O)O)c1, O=C([O-])[O-], COCCOC, COc1nc(Cl)cc(NCC(F)(F)c2ccccc2)n1, [Cs+], [Cs+], O, c1ccc(P(c2ccccc2)(c2ccccc2)[Pd](P(c2ccccc2)(c2ccccc2)c2ccccc2)(P(c2ccccc2)(c2ccccc2)c2ccccc2)P(c2ccccc2)(c2ccccc2)c2ccccc2)cc1. The product is COc1nc(NCC(F)(F)c2ccccc2)cc(-c2cccc(C(C)(C)C(=O)O)c2)n1. As a reaction SMILES: [C:21](=[O:22])([OH:23])[C:24]([CH3:25])([CH3:26])[c:27]1[cH:28][c:29]([B:33]([OH:34])[OH:35])[cH:30][cH:31][cH:32]1.[C:36](=[O:37])([O-:38])[O-:39].[CH3:42][O:43][CH2:44][CH2:45][O:46][CH3:47].[Cl:1][c:2]1[cH:3][c:4]([NH:10][CH2:11][C:12]([c:13]2[cH:14][cH:15][cH:16][cH:17][cH:18]2)([F:19])[F:20])[n:5][c:6]([O:8][CH3:9])[n:7]1.[Cs+:40].[Cs+:41].[OH2:48].[cH:49]1[cH:50][cH:51][c:52]([P:53]([Pd:54]([P:55]([c:56]2[cH:57][cH:58][cH:59][cH:60][cH:61]2)([c:62]2[cH:63][cH:64][cH:65][cH:66][cH:67]2)[c:68]2[cH:69][cH:70][cH:71][cH:72][cH:73]2)([P:74]([c:75]2[cH:76][cH:77][cH:78][cH:79][cH:80]2)([c:81]2[cH:82][cH:83][cH:84][cH:85][cH:86]2)[c:87]2[cH:88][cH:89][cH:90][cH:91][cH:92]2)[P:93]([c:94]2[cH:95][cH:96][cH:97][cH:98][cH:99]2)([c:100]2[cH:101][cH:102][cH:103][cH:104][cH:105]2)[c:106]2[cH:107][cH:108][cH:109][cH:110][cH:111]2)([c:112]2[cH:113][cH:114][cH:115][cH:116][cH:117]2)[c:118]2[cH:119][cH:120][cH:121][cH:122][cH:123]2)[cH:124][cH:125]1>>[c:2]1(-[c:29]2[cH:28][c:27]([C:24]([C:21](=[O:22])[OH:23])([CH3:25])[CH3:26])[cH:32][cH:31][cH:30]2)[cH:3][c:4]([NH:10][CH2:11][C:12]([c:13]2[cH:14][cH:15][cH:16][cH:17][cH:18]2)([F:19])[F:20])[n:5][c:6]([O:8][CH3:9])[n:7]1. Reactants: COc1cccc(Sc2cc(Oc3cccc(Br)c3)cnc2Nc2nc(C3CCCO3)ns2)c1, C1CCOC1, CC=O, [Cl-], [Li]C, [Li]CCCC, [NH4+]. The product is COc1cccc(Sc2cc(Oc3cccc(C(C)O)c3)cnc2Nc2nc(C3CCCO3)ns2)c1. RXN SMILES: [Br:1][c:2]1[cH:3][c:4]([O:5][c:6]2[cH:7][c:8]([S:23][c:24]3[cH:25][c:26]([O:30][CH3:31])[cH:27][cH:28][cH:29]3)[c:9]([NH:12][c:13]3[n:14][c:15]([CH:18]4[O:19][CH2:20][CH2:21][CH2:22]4)[n:16][s:17]3)[n:10][cH:11]2)[cH:32][cH:33][cH:34]1.[CH2:47]1[O:48][CH2:49][CH2:50][CH2:51]1.[CH:42]([CH3:43])=[O:44].[Cl-:45].[Li:35][CH3:36].[Li:37][CH2:38][CH2:39][CH2:40][CH3:41].[NH4+:46]>>[c:2]1([CH:42]([CH3:43])[OH:44])[cH:3][c:4]([O:5][c:6]2[cH:7][c:8]([S:23][c:24]3[cH:25][c:26]([O:30][CH3:31])[cH:27][cH:28][cH:29]3)[c:9]([NH:12][c:13]3[n:14][c:15]([CH:18]4[O:19][CH2:20][CH2:21][CH2:22]4)[n:16][s:17]3)[n:10][cH:11]2)[cH:32][cH:33][cH:34]1. Reactants: O=C([O-])O, COc1cc(CC(C)(C)NC(=O)Nc2ccccc2)cc2c1OC(C)(C)C2, [Na+], O=P(Cl)(Cl)Cl. Yields the product COc1cc2c(c3c1OC(C)(C)C3)C(Nc1ccccc1)=NC(C)(C)C2. As a reaction SMILES: [C:28](=[O:29])([O-:30])[OH:31].[CH3:1][O:2][c:3]1[cH:4][c:5]([CH2:14][C:15]([CH3:16])([CH3:17])[NH:18][C:19](=[O:20])[NH:21][c:22]2[cH:23][cH:24][cH:25][cH:26][cH:27]2)[cH:6][c:7]2[c:11]1[O:10][C:9]([CH3:12])([CH3:13])[CH2:8]2.[Na+:32].[P:33]([Cl:34])([Cl:35])([Cl:36])=[O:37]>>[CH3:1][O:2][c:3]1[cH:4][c:5]2[c:6]([c:7]3[c:11]1[O:10][C:9]([CH3:12])([CH3:13])[CH2:8]3)[C:19]([NH:21][c:22]1[cH:23][cH:24][cH:25][cH:26][cH:27]1)=[N:18][C:15]([CH3:16])([CH3:17])[CH2:14]2.